This data is from the Open Reaction Database (ORD), a public repository of structured organic reaction records. The task is: describe an organic reaction: reactants, conditions, products, and yield The reactants are C(#N)C=1C=C(C=CC1)C1=CC(=CC=C1)CN1CCN(CC1)C(=O)OC(C)(C)C (1,1-dimethylethyl 4-[(3′-cyano-3-biphenylyl)methyl]-1-piperazinecarboxylate), B (borane). Solvent: C1CCOC1 (THF), C1CCOC1 (THF). The product is NCC=1C=C(C=CC1)C1=CC(=CC=C1)CN1CCN(CC1)C(=O)OC(C)(C)C (1,1-dimethylethyl 4-{[3′-(aminomethyl)-3-biphenylyl]methyl}-1-piperazinecarboxylate). Yield: 24.2%. As a reaction SMILES: [C:1]([C:3]1[CH:4]=[C:5]([C:9]2[CH:14]=[CH:13][CH:12]=[C:11]([CH2:15][N:16]3[CH2:21][CH2:20][N:19]([C:22]([O:24][C:25]([CH3:28])([CH3:27])[CH3:26])=[O:23])[CH2:18][CH2:17]3)[CH:10]=2)[CH:6]=[CH:7][CH:8]=1)#[N:2].B>C1COCC1>[NH2:2][CH2:1][C:3]1[CH:4]=[C:5]([C:9]2[CH:14]=[CH:13][CH:12]=[C:11]([CH2:15][N:16]3[CH2:17][CH2:18][N:19]([C:22]([O:24][C:25]([CH3:28])([CH3:27])[CH3:26])=[O:23])[CH2:20][CH2:21]3)[CH:10]=2)[CH:6]=[CH:7][CH:8]=1. Procedure: A solution of 1,1-dimethylethyl 4-[(3′-cyano-3-biphenylyl)methyl]-1-piperazinecarboxylate (4.5 g) in THF (30 mL) was treated with borane. THF (47.7 mL, 1M in THF) and the resulting mixture was heated at reflux for 1 hour. After cooling to room temperature, the reaction mixture was quenched with saturated ammonium chloride solution (20 mL) and extracted with ethyl acetate (3×30 mL). The combined organics were dried (MgSO4), concentrated under vacuum to give a residue which was purified by flash c...